This data is from the Open Reaction Database (ORD), a public repository of structured organic reaction records. The task is: describe an organic reaction: reactants, conditions, products, and yield Reactants: [C@H]1(CCC2=CC=CC=C12)NC1=NC2=CC=C(C=C2C=C1)N ((R)—N2-indan-1-yl-quinoline-2,6-diamine), C(OC(Cl)(Cl)Cl)(OC(Cl)(Cl)Cl)=O (bis(trichloromethyl) carbonate), CC(C)N1CCNCC1 (1-(2-propyl)-piperazine). Product: [C@H]1(CCC2=CC=CC=C12)NC1=NC2=CC=C(C=C2C=C1)NC(=O)N1CCN(CC1)C(C)C (4-Isopropyl-piperazine-1-carboxylic acid [2-((R)-indan-1-ylamino)-quinolin-6-yl]-amide), solid. Procedure details: The title compound was prepared in accordance with the general method 4 described in example 16 from bis(trichloromethyl) carbonate (44 mg, 0.16 mmol), commercially available 1-(2-propyl)-piperazine (47 mg, 0.363 mmol) and (R)—N2-indan-1-yl-quinoline-2,6-diamine (100 mg, 0.363 mmol); obtained as a white solid (32 mg, 21%); MS: m/e=430.4 (M+H+). RXN SMILES: [C:1](=[O:12])(OC(Cl)(Cl)Cl)OC(Cl)(Cl)Cl.[CH3:13][CH:14]([N:16]1[CH2:21][CH2:20][NH:19][CH2:18][CH2:17]1)[CH3:15].[C@H:22]1([NH:31][C:32]2[CH:41]=[CH:40][C:39]3[C:34](=[CH:35][CH:36]=[C:37]([NH2:42])[CH:38]=3)[N:33]=2)[C:30]2[C:25](=[CH:26][CH:27]=[CH:28][CH:29]=2)[CH2:24][CH2:23]1>>[C@H:22]1([NH:31][C:32]2[CH:41]=[CH:40][C:39]3[C:34](=[CH:35][CH:36]=[C:37]([NH:42][C:1]([N:19]4[CH2:20][CH2:21][N:16]([CH:14]([CH3:15])[CH3:13])[CH2:17][CH2:18]4)=[O:12])[CH:38]=3)[N:33]=2)[C:30]2[C:25](=[CH:26][CH:27]=[CH:28][CH:29]=2)[CH2:24][CH2:23]1. The yield is 21.0%. Starting materials: ClC1=C(C(=CC(=C1)C(F)(F)F)Cl)N1N=C2C(=C1N)CSC2 (2-[2,6-Dichloro-4-(trifluoromethyl)phenyl]-4,6-dihydrothieno-[3,4-c]pyrazole -3-ylamine), C1=CC(=CC(=C1)Cl)C(=O)OO (m-CPBA), C(=O)(O)[O-].[Na+] (NaHCO3). The solvent is C(Cl)Cl (CH2Cl2). Conditions: time 30 minute. Product: NC1=C2C(=NN1C1=C(C=C(C=C1Cl)C(F)(F)F)Cl)CS(C2)=O (3-Amino-2-[2,6-dichloro-4-(trifluoromethyl)phenyl]-4,6-dihydrothieno-[3,4-C]pyrazole-5-one). Reaction SMILES: [Cl:1][C:2]1[CH:7]=[C:6]([C:8]([F:11])([F:10])[F:9])[CH:5]=[C:4]([Cl:12])[C:3]=1[N:13]1[C:17]([NH2:18])=[C:16]2[CH2:19][S:20][CH2:21][C:15]2=[N:14]1.C1C=C(Cl)C=C(C(OO)=[O:30])C=1.C([O-])(O)=O.[Na+]>C(Cl)Cl>[NH2:18][C:17]1[N:13]([C:3]2[C:4]([Cl:12])=[CH:5][C:6]([C:8]([F:9])([F:10])[F:11])=[CH:7][C:2]=2[Cl:1])[N:14]=[C:15]2[CH2:21][S:20](=[O:30])[CH2:19][C:16]=12 |f:2.3|. Procedure: To a solution of amine (1) (72 mg, 0.2 mmol) in CH2Cl2 (5 mL), m-CPBA (250 mg) was added. The reaction mixture was stirred at room temperature for 30 min. A solution of NaHCO3 (10 mL) was added and the organic layer was separated and washed with water (2×10 mL), dried (Na2SO4) and concentrated to obtain the title compound as a white solid.(43%); 1H NMR (CDCl3) δ 7.75 (2H, m), 3.6 and 4.4 (2H each, m); MS (M+) 370. Reactants: C(C)(=O)Cl (acetyl chloride), CCCCCC (hexane), C(CCC)[Li] (n-butyllithium), C1(C=CCCC1)=O (2-cyclohexenone). Solvent: CCOCC (ether), CN(P(N(C)C)(N(C)C)=O)C (hexamethylphosphoric triamide), CCOCC (ether). Conditions: time 4 hour. The product is C(C)(=O)C1C(CCCC1CCCC)=O (2-acetyl-3-n-butylcyclohexanone). The yield is 92.0%. RXN SMILES: CC[CH2:3][CH2:4][CH2:5][CH3:6].C([Li])CCC.[C:12]1(=[O:18])[CH2:17][CH2:16][CH2:15][CH:14]=[CH:13]1.[C:19](Cl)(=[O:21])[CH3:20]>CCOCC.CN(C)P(=O)(N(C)C)N(C)C>[C:19]([CH:13]1[CH:14]([CH2:6][CH2:5][CH2:4][CH3:3])[CH2:15][CH2:16][CH2:17][C:12]1=[O:18])(=[O:21])[CH3:20]. Reported procedure: In the same way as in Example 4, 15.3 ml (20 mmol) of a 1.31 M hexane solution of n-butyllithium was reacted with a solution of 960 mg (10 mmol) of 2-cyclohexenone in 5 ml of ether at -78° C for 30 minutes in the presence of 3.90 g (10 mmol) of tri-n-butylphosphine-copper (I) iodide complex. Then, a mixture consisting of 4 ml (56 mmol) of acetyl chloride, 5 ml of hexamethylphosphoric triamide and 10 ml of ether was rapidly added, and the mixture was stirred for 4 hours while gradually raising th... Starting materials: C1(C=2C(C(N1CC1CN(CCO1)CC1=CC=CC=C1)=O)=CC=CC2)=O (2-phthalimidomethyl-4-benzylmorpholine), O.NN (hydrazine hydrate), resultant mixture. The solvent is C(C)O (ethanol). The product is NCC1CN(CCO1)CC1=CC=CC=C1 (2-aminomethyl-4-benzylmorpholine). RXN SMILES: C1(=O)[N:5]([CH2:6][CH:7]2[O:12][CH2:11][CH2:10][N:9]([CH2:13][C:14]3[CH:19]=[CH:18][CH:17]=[CH:16][CH:15]=3)[CH2:8]2)C(=O)C2=CC=CC=C12.O.NN>C(O)C>[NH2:5][CH2:6][CH:7]1[O:12][CH2:11][CH2:10][N:9]([CH2:13][C:14]2[CH:19]=[CH:18][CH:17]=[CH:16][CH:15]=2)[CH2:8]1 |f:1.2|. Reported procedure: A mixture of 31.8 g of 2-chloromethyl-4-benzylmorpholine and 30.5 g of potassium phthalimide in 200 ml of dimethylformamide is refluxed for 4 hours and then poured into water. The precipitated crystals are collected by filtration and dried to give 40.2 g of 2-phthalimidomethyl-4-benzylmorpholine. To 400 ml of the ethanol solution of this product is added dropwise a solution of 12.3 g of hydrazine hydrate in 100 ml of ethanol. Further, the resultant mixture is refluxed for 30 minutes. After cooli... The reactants are CCOCC, CCCCCC(C)(O)CSC1C(O)CC(=O)C1CCCCCCC(=O)Oc1ccccc1NC(=O)c1ccccc1. The product is O=C(Nc1ccccc1O)c1ccccc1. As a reaction SMILES: [CH3:42][CH2:43][O:44][CH2:45][CH3:46].[OH:1][CH:2]1[CH:3]([S:4][CH2:5][C:6]([OH:7])([CH3:8])[CH2:9][CH2:10][CH2:11][CH2:12][CH3:13])[CH:30]([CH2:31][CH2:32][CH2:33][CH2:34][CH2:35][CH2:36][C:37]([O:14][c:15]2[c:16]([NH:21][C:22]([c:23]3[cH:24][cH:25][cH:26][cH:27][cH:28]3)=[O:29])[cH:17][cH:18][cH:19][cH:20]2)=[O:38])[C:39](=[O:40])[CH2:41]1>>[OH:14][c:15]1[c:16]([NH:21][C:22]([c:23]2[cH:24][cH:25][cH:26][cH:27][cH:28]2)=[O:29])[cH:17][cH:18][cH:19][cH:20]1. Reaction conditions: temperature 90 celsius. The reactants are ClC1=C(NC2=C(C=NC3=CC4=C(C=C23)C=C(C(=C4)OCCCl)OC)C#N)C=C(C(=C1)Cl)OC (4-(2,4-dichloro-5-methoxyanilino)-7-methoxy-8-(chloroethoxy)benzo[g]quinoline-3-carbonitrile), ClC1=C(NC2=C(C=NC3=CC4=C(C=C23)C=C(C(=C4)OC)OCCCl)C#N)C=C(C(=C1)Cl)OC (4-(2,4-dichloro-5-methoxyanilino)-8-methoxy-7-(chloroethoxy)benzo[g]quinoline-3-carbonitrile), N1CCOCC1 (morpholine), [I-].[Na+] (sodium iodide). RXN SMILES: [Cl:1][C:2]1[CH:30]=[C:29]([Cl:31])[C:28]([O:32][CH3:33])=[CH:27][C:3]=1[NH:4][C:5]1[C:14]2[C:9](=[CH:10][C:11]3[CH:18]=[C:17]([O:19][CH2:20][CH2:21]Cl)[C:16]([O:23][CH3:24])=[CH:15][C:12]=3[CH:13]=2)[N:8]=[CH:7][C:6]=1[C:25]#[N:26].[Cl:34][C:35]1[CH:63]=[C:62]([Cl:64])[C:61]([O:65][CH3:66])=[CH:60][C:36]=1[NH:37][C:38]1[C:47]2[C:42](=[CH:43][C:44]3[CH:51]=[C:50]([O:52][CH3:53])[C:49]([O:54][CH2:55][CH2:56]Cl)=[CH:48][C:45]=3[CH:46]=2)[N:41]=[CH:40][C:39]=1[C:58]#[N:59].[NH:67]1[CH2:72][CH2:71][O:70][CH2:69][CH2:68]1.[I-].[Na+]>COCCOC>[Cl:34][C:35]1[CH:63]=[C:62]([Cl:64])[C:61]([O:65][CH3:66])=[CH:60][C:36]=1[NH:37][C:38]1[C:47]2[C:42](=[CH:43][C:44]3[CH:51]=[C:50]([O:52][CH3:53])[C:49]([O:54][CH2:55][CH2:56][N:67]4[CH2:72][CH2:71][O:70][CH2:69][CH2:68]4)=[CH:48][C:45]=3[CH:46]=2)[N:41]=[CH:40][C:39]=1[C:58]#[N:59].[Cl:1][C:2]1[CH:30]=[C:29]([Cl:31])[C:28]([O:32][CH3:33])=[CH:27][C:3]=1[NH:4][C:5]1[C:14]2[C:9](=[CH:10][C:11]3[CH:18]=[C:17]([O:19][CH2:20][CH2:21][N:67]4[CH2:72][CH2:71][O:70][CH2:69][CH2:68]4)[C:16]([O:23][CH3:24])=[CH:15][C:12]=3[CH:13]=2)[N:8]=[CH:7][C:6]=1[C:25]#[N:26] |f:3.4|. Yields the product ClC1=C(NC2=C(C=NC3=CC4=C(C=C23)C=C(C(=C4)OC)OCCN4CCOCC4)C#N)C=C(C(=C1)Cl)OC (4-(2,4-dichloro-5-methoxyanilino)-8-methoxy-7-[2-(4-morpholinyl)ethoxy]benzo[g]quinoline-3-carbonitrile), ClC1=C(NC2=C(C=NC3=CC4=C(C=C23)C=C(C(=C4)OCCN4CCOCC4)OC)C#N)C=C(C(=C1)Cl)OC (4-(2,4-dichloro-5-methoxyanilino)-7-methoxy-8-[2-(4-morpholinyl)ethoxy]benzo[g]quinoline-3-carbonitrile). Run in COCCOC (ethylene glycol dimethyl ether). Procedure details: A mixture of 0.436 g (0.87 mmol ) of 4-(2,4-dichloro-5-methoxyanilino)-7-methoxy-8-(chloroethoxy)benzo[g]quinoline-3-carbonitrile and 4-(2,4-dichloro-5-methoxyanilino)-8-methoxy-7-(chloroethoxy)benzo[g]quinoline-3-carbonitrile (1:1 mixture), 2.0 mL (23.0 mmol) of morpholine and 0.05 g of sodium iodide in 2.0 mL of ethylene glycol dimethyl ether is heated at 90° C. for 3.5 hours under nitrogen. The mixture is cooled, solvent is removed in vacuo and the resulting residue is stirred with a saturate... Run in C(Cl)(Cl)Cl (chloroform), C(Cl)(Cl)Cl (chloroform), O (water). As a reaction SMILES: [C:1]([O:4][C:5]1([CH2:17][N:18]([CH:22]([CH3:24])[CH3:23])[C:19](=[O:21])[CH3:20])[CH2:11][O:10][C:9]2[CH:12]=[CH:13][C:14]([NH2:16])=[CH:15][C:8]=2[O:7][CH2:6]1)(=[O:3])[CH3:2].Cl[C:26]([O:28][CH2:29][CH3:30])=[O:27].N1C=CC=CC=1>C(Cl)(Cl)Cl.O>[C:1]([O:4][C:5]1([CH2:17][N:18]([CH:22]([CH3:24])[CH3:23])[C:19](=[O:21])[CH3:20])[CH2:11][O:10][C:9]2[CH:12]=[CH:13][C:14]([NH:16][C:26]([O:28][CH2:29][CH3:30])=[O:27])=[CH:15][C:8]=2[O:7][CH2:6]1)(=[O:3])[CH3:2]. Starting materials: C(C)(=O)OC1(COC2=C(OC1)C=CC(=C2)N)CN(C(C)=O)C(C)C (3-acetoxy-3-(N-acetylisopropylaminomethyl)-7-amino-3,4-dihydro-2H-1,5-benzodioxepin), ClC(=O)OCC (ethyl chloroformate), N1=CC=CC=C1 (pyridine). Yields the product C(C)(=O)OC1(COC2=C(OC1)C=CC(=C2)NC(=O)OCC)CN(C(C)=O)C(C)C (3-acetoxy-3-(N-acetylisopropylaminomethyl)-7-carbethoxyamino-3,4-dihydro-2H-1,5-benzodioxepin). Reported procedure: 3-Acetoxy-3-N-acetylisopropylaminomethyl-7-amino-3,4-dihydro-2H-1,5-benzodioxepin (0.1 mole) from Example 86, Step B, in chloroform is treated with 0.11 mole of ethyl chloroformate and pyridine in chloroform. The mixture after stirring and heating in a water bath for several hours is diluted with water, extracted with ether, the combined ethereal extracts washed, dried and evaporated to give 3-acetoxy-3-(N-acetylisopropylaminomethyl)-7-carbethoxyamino-3,4-dihydro-2H-1,5-benzodioxepin.